This data is from the Open Reaction Database (ORD), a public repository of structured organic reaction records. The task is: describe an organic reaction: reactants, conditions, products, and yield Product: Cc1ccc2c(c1)N(CC(=O)C(C)(C)C)C(=O)C(N)CN2c1ccccc1. Reactants: Cc1ccc2c(c1)N(CC(=O)C(C)(C)C)C(=O)C(NC(=O)C(Cc1ccccc1)N(C(N)=S)c1ccccc1)CN2c1ccccc1, O=C(O)C(F)(F)F. RXN SMILES: [C:1]([CH3:2])([CH3:3])([CH3:4])[C:5](=[O:6])[CH2:7][N:8]1[C:9](=[O:47])[CH:10]([NH:26][C:27](=[O:28])[CH:29]([N:30]([c:31]2[cH:32][cH:33][cH:34][cH:35][cH:36]2)[C:37]([NH2:38])=[S:39])[CH2:40][c:41]2[cH:42][cH:43][cH:44][cH:45][cH:46]2)[CH2:11][N:12]([c:20]2[cH:21][cH:22][cH:23][cH:24][cH:25]2)[c:13]2[c:14]1[cH:15][c:16]([CH3:19])[cH:17][cH:18]2.[OH:48][C:49]([C:50]([F:51])([F:52])[F:53])=[O:54]>>[C:1]([CH3:2])([CH3:3])([CH3:4])[C:5](=[O:6])[CH2:7][N:8]1[C:9](=[O:47])[CH:10]([NH2:26])[CH2:11][N:12]([c:20]2[cH:21][cH:22][cH:23][cH:24][cH:25]2)[c:13]2[c:14]1[cH:15][c:16]([CH3:19])[cH:17][cH:18]2. Reported procedure: A solution of 250 mg. of ethyl 5-benzoyl-7-bromo-1,2-dihydro-3H-pyrrolo[1,2-a]pyrrole-1-carboxylate in 8 ml. of methanol is treated under an atmosphere of nitrogen, with a solution of 200 mg. of sodium hydroxide in 1 ml. of water, maintaining the reaction mixture at room temperature for 1.5 hours. The methanol is then removed under reduced pressure and the basic solution which remains is diluted with 5 ml. of water and extracted with ether to remove any unsaponifiable product. The aqueous soluti... Reactants: C(C1=CC=CC=C1)(=O)C1=CC(=C2N1CCC2C(=O)OCC)Br (ethyl 5-benzoyl-7-bromo-1,2-dihydro-3H-pyrrolo[1,2-a]pyrrole-1-carboxylate), CO (methanol), [OH-].[Na+] (sodium hydroxide). Solvent: O (water). Reaction SMILES: [C:1]([C:9]1[N:13]2[CH2:14][CH2:15][CH:16]([C:17]([O:19]CC)=[O:18])[C:12]2=[C:11]([Br:22])[CH:10]=1)(=[O:8])[C:2]1[CH:7]=[CH:6][CH:5]=[CH:4][CH:3]=1.CO.[OH-].[Na+]>O>[C:1]([C:9]1[N:13]2[CH2:14][CH2:15][CH:16]([C:17]([OH:19])=[O:18])[C:12]2=[C:11]([Br:22])[CH:10]=1)(=[O:8])[C:2]1[CH:3]=[CH:4][CH:5]=[CH:6][CH:7]=1 |f:2.3|. Yields the product C(C1=CC=CC=C1)(=O)C1=CC(=C2N1CCC2C(=O)O)Br (5-benzoyl-7-bromo-1,2-dihydro-3H-pyrrolo[1,2-a]pyrrole-1-carboxylic acid). Reactants: CN(C)c1ccc(S(=O)(=O)n2ccc(C=CC(=O)NOC3CCCCO3)c2)cc1, CO, O, O=C(C=Cc1ccn(S(=O)(=O)Cc2ccccc2)c1)NO. Product: CN(C)c1ccc(S(=O)(=O)n2ccc(C=CC(=O)NO)c2)cc1. Reaction SMILES: [CH3:22][N:23]([c:24]1[cH:25][cH:26][c:27]([S:30](=[O:31])(=[O:32])[n:33]2[cH:34][c:35]([CH:38]=[CH:39][C:40](=[O:41])[NH:42][O:43][CH:44]3[CH2:45][CH2:46][CH2:47][CH2:48][O:49]3)[cH:36][cH:37]2)[cH:28][cH:29]1)[CH3:50].[CH3:52][OH:53].[OH2:51].[OH:1][NH:2][C:3](=[O:4])[CH:5]=[CH:6][c:7]1[cH:8][cH:9][n:10]([S:11]([CH2:12][c:13]2[cH:14][cH:15][cH:16][cH:17][cH:18]2)(=[O:19])=[O:20])[cH:21]1>>[CH3:22][N:23]([c:24]1[cH:25][cH:26][c:27]([S:30](=[O:31])(=[O:32])[n:33]2[cH:34][c:35]([CH:38]=[CH:39][C:40](=[O:41])[NH:42][OH:43])[cH:36][cH:37]2)[cH:28][cH:29]1)[CH3:50]. Starting materials: C(=O)([O-])C(O)C(O)C(=O)[O-].[Na+].[K+] (potassium sodium tartrate), [H-].[Al+3].[Li+].[H-].[H-].[H-] (lithium aluminium hydride), COC1CC=2C(=C3N(C2C=C1)CCCC3)C=C(C)[N+](=O)[O-] (1-(2-methoxy-6,7,8,9-tetrahydro-1H-pyrido[1,2-a]indol-10-yl)-2-nitro-1-propene). Solvent: O1CCCC1 (tetrahydrofuran), O1CCCC1 (tetrahydrofuran). Conditions: temperature 0 celsius, time 30 minute. Product: C(\C=C\C(=O)O)(=O)O.COC=1C=C2C(=C3N(C2=CC1)CCCC3)CC(C)N ((RS)-1-(2-Methoxy-6,7,8,9-Tetrahydro-pyrido[1,2-a] indol-10-yl)-2-propylamine fumarate). RXN SMILES: [H-].[Al+3].[Li+].[H-].[H-].[H-].[CH3:7][O:8][CH:9]1[CH:17]=[CH:16][C:15]2[N:14]3[CH2:18][CH2:19][CH2:20][CH2:21][C:13]3=[C:12]([CH:22]=[C:23]([N+:25]([O-])=O)[CH3:24])[C:11]=2[CH2:10]1.[C:28]([CH:31]([CH:33]([C:35]([O-:37])=[O:36])O)O)([O-:30])=[O:29].[Na+].[K+]>O1CCCC1>[C:35]([OH:37])(=[O:36])/[CH:33]=[CH:31]/[C:28]([OH:30])=[O:29].[CH3:7][O:8][C:9]1[CH:10]=[C:11]2[C:15](=[CH:16][CH:17]=1)[N:14]1[CH2:18][CH2:19][CH2:20][CH2:21][C:13]1=[C:12]2[CH2:22][CH:23]([NH2:25])[CH3:24] |f:0.1.2.3.4.5,7.8.9,11.12|. Reported procedure: To a stirred solution of lithium aluminium hydride in tetrahydrofuran under argon is added dropwise a solution of 1-(2-methoxy-6,7,8,9-tetrahydro-1H-pyrido[1,2-a]indol-10-yl)-2-nitro-1-propene in tetrahydrofuran. The mixture is heated under reflux for 4 h and cooled to 0° C. To the mixture is added dropwise aqueous potassium sodium tartrate solution and the mixture is stirred for 30 min and filtered through kieselguhr. The filtrate is extracted with dichloromethane. The combined organic extracts... Reactants: BrC1=CC(=C(C=C1)OC)OCC (4-bromo-2-ethoxy-1-methoxybenzene), C(CCC)[Li] (n-butyl lithium), COC=1C=C(C=O)C=C(C1)OC (3,5-dimethoxybenzaldehyde), COC=1C=C(C=C(C1)OC)C(=CC#N)C1=CC(=CC=C1)OC (3-(3,5-dimethoxy-phenyl)-3-(3-methoxy-phenyl)-acrylonitrile). Product: COC=1C=C(C=C(C1)OC)C(O)C1=CC(=C(C=C1)OC)OCC ((3,5-dimethoxy-phenyl)-(3-ethoxy-4-methoxy-phenyl)-methanol). Isolated yield 79.7%. RXN SMILES: Br[C:2]1[CH:7]=[CH:6][C:5]([O:8][CH3:9])=[C:4]([O:10][CH2:11][CH3:12])[CH:3]=1.C([Li])CCC.[CH3:18][O:19][C:20]1[CH:21]=[C:22]([CH:25]=[C:26]([O:28][CH3:29])[CH:27]=1)[CH:23]=[O:24].COC1C=C(C(C2C=CC=C(OC)C=2)=CC#N)C=C(OC)C=1>>[CH3:29][O:28][C:26]1[CH:25]=[C:22]([CH:23]([C:2]2[CH:7]=[CH:6][C:5]([O:8][CH3:9])=[C:4]([O:10][CH2:11][CH3:12])[CH:3]=2)[OH:24])[CH:21]=[C:20]([O:19][CH3:18])[CH:27]=1. Procedure details: 4-bromo-2-ethoxy-1-methoxybenzene (0.66 g, 2.86 mmol), n-butyl lithium (1.14 ml, 2.86 mmol), and 3,5-dimethoxybenzaldehyde (0.43 g, 2.60 mmol) were treated in the same manner as described above for the synthesis of 3-(3,5-dimethoxy-phenyl)-3-(3-methoxy-phenyl)-acrylonitrile. The crude was purified via flash colurn chromatography (20% EtOAc in hexane gradient to 50% EtOAc in hexane in about 40 min.) to give (3,5-dimethoxy-phenyl)-(3-ethoxy-4-methoxy-phenyl)-methanol as an off-white solid (0.66 g,... Conditions: time 30 minute. Procedure details: Thionyl chloride (0.2 ml) was added dropwise to a solution of methylene chloride (dry, 40 ml) and N,N-dimethylformamide (0.2 ml) at 0° C. and stirred for 30 minutes. To this cooled solution was added (2R)-1-[3-(2-phenylpyrazolo[1,5-a]pyridin-3-yl)acryloyl]-2-(carboxymethyl)piperidine (trans isomer) (1.0 g) and the mixture was stirred for 1.5 hours. To this solution was added a solution of 28% aqueous ammonia solution (20 ml) and stirring was continued for further 2 hours. The aqueous and organic... Solvent: CN(C=O)C (N,N-dimethylformamide). As a reaction SMILES: S(Cl)(Cl)=O.C(Cl)Cl.[C:8]1([C:14]2[C:22]([CH:23]=[CH:24][C:25]([N:27]3[CH2:32][CH2:31][CH2:30][CH2:29][C@@H:28]3[CH2:33][C:34]([OH:36])=O)=[O:26])=[C:17]3[CH:18]=[CH:19][CH:20]=[CH:21][N:16]3[N:15]=2)[CH:13]=[CH:12][CH:11]=[CH:10][CH:9]=1.[NH3:37]>CN(C)C=O>[C:8]1([C:14]2[C:22]([CH:23]=[CH:24][C:25]([N:27]3[CH2:32][CH2:31][CH2:30][CH2:29][C@@H:28]3[CH2:33][C:34](=[O:36])[NH2:37])=[O:26])=[C:17]3[CH:18]=[CH:19][CH:20]=[CH:21][N:16]3[N:15]=2)[CH:9]=[CH:10][CH:11]=[CH:12][CH:13]=1. Product: C1(=CC=CC=C1)C1=NN2C(C=CC=C2)=C1C=CC(=O)N1[C@H](CCCC1)CC(N)=O ((2R)-1-[3-(2-phenylpyrazolo[1,5-a]pyridin-3-yl)acryloyl]-2-(carbamoylmethyl)piperidine). The reactants are N (ammonia), S(=O)(Cl)Cl (Thionyl chloride), C(Cl)Cl (methylene chloride), C1(=CC=CC=C1)C1=NN2C(C=CC=C2)=C1C=CC(=O)N1[C@H](CCCC1)CC(=O)O ((2R)-1-[3-(2-phenylpyrazolo[1,5-a]pyridin-3-yl)acryloyl]-2-(carboxymethyl)piperidine).